This data is from the Open Reaction Database (ORD), a public repository of structured organic reaction records. The task is: describe an organic reaction: reactants, conditions, products, and yield The reactants are O (water), C(=C)C=1C=CC=2N(N1)C(=NN2)CNC(OC(C)(C)C)=O (Tert-butyl (6-vinyl-[1,2,4]triazolo[4,3-b]pyridazin-3-yl)methylcarbamate), I(=O)(=O)(=O)[O-].[Na+] (Sodium periodate). The reagents and catalysts are [Os](=O)(=O)(=O)=O (osmium tetroxide). Solvent: C1CCOC1 (THF). Reaction conditions: time 5 minute. The product is C(=O)C=1C=CC=2N(N1)C(=NN2)CNC(OC(C)(C)C)=O (tert-butyl (6-formyl-[1,2,4]-triazolo[4,3-b]pyridazin-3-yl)methylcarbamate). Yield: 72.0%. RXN SMILES: [CH:1]([C:3]1[CH:4]=[CH:5][C:6]2[N:7]([C:9]([CH2:12][NH:13][C:14](=[O:20])[O:15][C:16]([CH3:19])([CH3:18])[CH3:17])=[N:10][N:11]=2)[N:8]=1)=C.O.I([O-])(=O)(=O)=[O:23].[Na+]>C1COCC1.[Os](=O)(=O)(=O)=O>[CH:1]([C:3]1[CH:4]=[CH:5][C:6]2[N:7]([C:9]([CH2:12][NH:13][C:14](=[O:20])[O:15][C:16]([CH3:19])([CH3:18])[CH3:17])=[N:10][N:11]=2)[N:8]=1)=[O:23] |f:2.3|. Reported procedure: Tert-butyl (6-vinyl-[1,2,4]triazolo[4,3-b]pyridazin-3-yl)methylcarbamate (485 mg, 1.76 mmol) was dissolved in 5 mL of THF and 5 mL of water then osmium tetroxide (0.687 mL (4% water solution), 0.0176 mmol) was added and stirred for 5 min. Sodium periodate was added (141, 3.53 mmol) and the reaction was stirred for 2 h. The reaction was then extracted with dichloromethane (3×10 mL), dried over Na2SO4 and concentrated. Purification via MPLC (DCM/MeOH+1% NH4OH) afforded title compound as a tan soli... Starting materials: [Al+3], O=c1c(-c2ccncc2)c(-c2ccc(F)cc2)cnn1Cc1ccccc1, Cc1ccccc1, [Cl-], [Cl-], [Cl-], O. Yields the product O=c1[nH]ncc(-c2ccc(F)cc2)c1-c1ccncc1. As a reaction SMILES: [Al+3:29].[CH2:1]([c:2]1[cH:3][cH:4][cH:5][cH:6][cH:7]1)[n:8]1[n:9][cH:10][c:11](-[c:21]2[cH:22][cH:23][c:24]([F:27])[cH:25][cH:26]2)[c:12](-[c:15]2[cH:16][cH:17][n:18][cH:19][cH:20]2)[c:13]1=[O:14].[CH3:33][c:34]1[cH:35][cH:36][cH:37][cH:38][cH:39]1.[Cl-:28].[Cl-:30].[Cl-:31].[OH2:32]>>[nH:8]1[n:9][cH:10][c:11](-[c:21]2[cH:22][cH:23][c:24]([F:27])[cH:25][cH:26]2)[c:12](-[c:15]2[cH:16][cH:17][n:18][cH:19][cH:20]2)[c:13]1=[O:14].